From a dataset of the Open Reaction Database (ORD), a public repository of structured organic reaction records. describe an organic reaction: reactants, conditions, products, and yield Starting materials: CCOC(CBr)OCC, COc1ccc(SC)c(C)c1, CN(C)P(=O)(N(C)C)N(C)C, [Na]. Product: CCOC(CSc1ccc(OC)cc1C)OCC. RXN SMILES: [CH2:13]([CH3:14])[O:15][CH:16]([CH2:17][Br:18])[O:19][CH2:20][CH3:21].[CH3:1][c:2]1[c:3]([S:10][CH3:11])[cH:4][cH:5][c:6]([O:8][CH3:9])[cH:7]1.[CH3:22][N:23]([CH3:24])[P:25]([N:26]([CH3:27])[CH3:28])([N:29]([CH3:30])[CH3:31])=[O:32].[Na:12]>>[CH3:1][c:2]1[c:3]([S:10][CH2:11][CH:16]([O:15][CH2:13][CH3:14])[O:19][CH2:20][CH3:21])[cH:4][cH:5][c:6]([O:8][CH3:9])[cH:7]1. The reactants are C1(CCCCC1)CNC=1C=C(C=CC1)CCCNC(OC(C)(C)C)=O (tert-butyl 3-(3-(cyclohexylmethylamino)phenyl)propylcarbamate), S1C(=NC=C1)C=O (thiazole-2-carbaldehyde), [BH4-].[Na+] (NaBH4). Solvent: CO (MeOH). Run at time 18 hour. Product: S1C(=NC=C1)CNC=1C=C(C=CC1)CCCNC(OC(C)(C)C)=O (tert-butyl 3-(3-(thiazol-2-ylmethylamino)phenyl)propylcarbamate). As a reaction SMILES: [CH:1]1([CH2:7][NH:8][C:9]2[CH:10]=[C:11]([CH2:15][CH2:16][CH2:17][NH:18][C:19](=[O:25])[O:20][C:21]([CH3:24])([CH3:23])[CH3:22])[CH:12]=[CH:13][CH:14]=2)CCCCC1.[S:26]1[CH:30]=[CH:29][N:28]=C1C=O.[BH4-].[Na+]>CO>[S:26]1[CH:30]=[CH:29][N:28]=[C:1]1[CH2:7][NH:8][C:9]1[CH:10]=[C:11]([CH2:15][CH2:16][CH2:17][NH:18][C:19](=[O:25])[O:20][C:21]([CH3:22])([CH3:23])[CH3:24])[CH:12]=[CH:13][CH:14]=1 |f:2.3|. Procedure: A-3 Molecular seives were added to a solution of aniline 17 (0.4 g, 1.6 mmol) and thiazole-2-carbaldehyde (0.18 g, 1.6 mmol) in MeOH. The reaction mixture was stirred for 18 h and then NaBH4 (0.121 g, 3.2 mmol) was added and the reaction mixture was stirred for overnight. The reaction mixture was filtered through Celite, concentrated under reduced pressure Purification by column chromatography (100-200 silica mesh, 20% EtOAc in hexane) gave tert-butyl 3-(3-(thiazol-2-ylmethylamino)phenyl)propylc... Starting materials: CC1=C(OS(=O)(=O)C(F)(F)F)C(C)CCC1, Cc1cc(C(=O)N2Cc3cccn3Cc3ccccc32)ccc1B1OC(C)(C)C(C)(C)O1. Product: CC1=C(c2ccc(C(=O)N3Cc4cccn4Cc4ccccc43)cc2C)C(C)CCC1. RXN SMILES: [F:33][C:34]([F:35])([F:36])[S:37]([O:38][C:39]1=[C:40]([CH3:46])[CH2:41][CH2:42][CH2:43][CH:44]1[CH3:45])(=[O:47])=[O:48].[cH:1]1[cH:2][cH:3][n:4]2[c:5]1[CH2:6][N:7]([C:15](=[O:16])[c:17]1[cH:18][c:19]([CH3:32])[c:20]([B:23]3[O:24][C:25]([CH3:26])([CH3:27])[C:28]([CH3:29])([CH3:30])[O:31]3)[cH:21][cH:22]1)[c:8]1[c:9]([cH:11][cH:12][cH:13][cH:14]1)[CH2:10]2>>[cH:1]1[cH:2][cH:3][n:4]2[c:5]1[CH2:6][N:7]([C:15](=[O:16])[c:17]1[cH:18][c:19]([CH3:32])[c:20]([C:39]3=[C:40]([CH3:46])[CH2:41][CH2:42][CH2:43][CH:44]3[CH3:45])[cH:21][cH:22]1)[c:8]1[c:9]([cH:11][cH:12][cH:13][cH:14]1)[CH2:10]2. Starting materials: O=C([O-])[O-], Cc1ccc(S(=O)(=O)n2cc(I)c(OCc3ccccc3)n2)cc1, CCO, Cc1ccccc1, [K+], [K+], c1ccc(P(c2ccccc2)(c2ccccc2)[Pd](P(c2ccccc2)(c2ccccc2)c2ccccc2)(P(c2ccccc2)(c2ccccc2)c2ccccc2)P(c2ccccc2)(c2ccccc2)c2ccccc2)cc1, OB(O)c1ccsc1. Product: Cc1ccc(S(=O)(=O)n2cc(-c3ccsc3)c(OCc3ccccc3)n2)cc1. RXN SMILES: [C:9](=[O:10])([O-:11])[O-:12].[CH2:15]([c:16]1[cH:17][cH:18][cH:19][cH:20][cH:21]1)[O:22][c:23]1[n:24][n:25]([S:29](=[O:30])(=[O:31])[c:32]2[cH:33][cH:34][c:35]([CH3:38])[cH:36][cH:37]2)[cH:26][c:27]1[I:28].[CH3:39][CH2:40][OH:41].[CH3:42][c:43]1[cH:44][cH:45][cH:46][cH:47][cH:48]1.[K+:13].[K+:14].[cH:49]1[cH:50][cH:51][c:52]([P:53]([Pd:54]([P:55]([c:56]2[cH:57][cH:58][cH:59][cH:60][cH:61]2)([c:62]2[cH:63][cH:64][cH:65][cH:66][cH:67]2)[c:68]2[cH:69][cH:70][cH:71][cH:72][cH:73]2)([P:74]([c:75]2[cH:76][cH:77][cH:78][cH:79][cH:80]2)([c:81]2[cH:82][cH:83][cH:84][cH:85][cH:86]2)[c:87]2[cH:88][cH:89][cH:90][cH:91][cH:92]2)[P:93]([c:94]2[cH:95][cH:96][cH:97][cH:98][cH:99]2)([c:100]2[cH:101][cH:102][cH:103][cH:104][cH:105]2)[c:106]2[cH:107][cH:108][cH:109][cH:110][cH:111]2)([c:112]2[cH:113][cH:114][cH:115][cH:116][cH:117]2)[c:118]2[cH:119][cH:120][cH:121][cH:122][cH:123]2)[cH:124][cH:125]1.[s:1]1[cH:2][c:3]([B:6]([OH:7])[OH:8])[cH:4][cH:5]1>>[s:1]1[cH:2][c:3](-[c:27]2[c:23]([O:22][CH2:15][c:16]3[cH:17][cH:18][cH:19][cH:20][cH:21]3)[n:24][n:25]([S:29](=[O:30])(=[O:31])[c:32]3[cH:33][cH:34][c:35]([CH3:38])[cH:36][cH:37]3)[cH:26]2)[cH:4][cH:5]1. The reactants are COc1ccccc1CN, COCCOC, CS(=O)c1nc(N)nc(-c2ccco2)c1C#N. Yields the product COc1ccccc1CNc1nc(N)nc(-c2ccco2)c1C#N. Reaction SMILES: [CH3:18][O:19][c:20]1[c:21]([CH2:22][NH2:23])[cH:24][cH:25][cH:26][cH:27]1.[CH3:28][O:29][CH2:30][CH2:31][O:32][CH3:33].[NH2:1][c:2]1[n:3][c:4]([S:15]([CH3:16])=[O:17])[c:5]([C:13]#[N:14])[c:6](-[c:8]2[o:9][cH:10][cH:11][cH:12]2)[n:7]1>>[NH2:1][c:2]1[n:3][c:4]([NH:23][CH2:22][c:21]2[c:20]([O:19][CH3:18])[cH:27][cH:26][cH:25][cH:24]2)[c:5]([C:13]#[N:14])[c:6](-[c:8]2[o:9][cH:10][cH:11][cH:12]2)[n:7]1. The reactants are C1=CN(C=N1)C(=O)N2C=CN=C2 (CDI), TEA, S(=O)(=O)(O)C1=CC=C(C)C=C1.N[C@]1([C@@H](C1)C=C)C(=O)OC ((1R,2S)-methyl 1-amino-2-vinylcyclopropanecarboxylate tosylate salt). The solvent is C1CCOC1 (THF). The product is N1(C=NC=C1)C(=O)N[C@]1([C@@H](C1)C=C)C(=O)OC ((1R,2S)-methyl 1-(1H-imidazole-1-carboxamido)-2-vinylcyclopropanecarboxylate). RXN SMILES: S(C1C=CC(C)=CC=1)(O)(=O)=O.[NH2:12][C@:13]1([C:18]([O:20][CH3:21])=[O:19])[CH2:15][C@H:14]1[CH:16]=[CH2:17].[CH:22]1[N:26]=[CH:25][N:24]([C:27](N2C=NC=C2)=[O:28])[CH:23]=1>C1COCC1>[N:24]1([C:27]([NH:12][C@:13]2([C:18]([O:20][CH3:21])=[O:19])[CH2:15][C@H:14]2[CH:16]=[CH2:17])=[O:28])[CH:23]=[CH:22][N:26]=[CH:25]1 |f:0.1|. Procedure: Compound BT was prepared according to Scheme 12. To a suspension of (1R,2S)-methyl 1-amino-2-vinylcyclopropanecarboxylate tosylate salt (25.0 g, 1 eq.) in THF (150 mL) at 50° C. were added CDI (14.24 g, 1.1 eq.) and TEA (12.27 mL, 1.1 eq.). The reaction mixture was then refluxed overnight. The solvent was removed under reduced pressure. The residue was dissolved in EtOAc, and washed with water. The organic layer was dried over sodium sulfate and concentrated. The residue was triturated in Et2O t... Starting materials: CCC#CCCOc1nonc1-c1cccnc1, CI, CC(C)=O. RXN SMILES: [CH2:3]([CH2:4][C:5]#[C:6][CH2:7][CH3:8])[O:9][c:10]1[n:11][o:12][n:13][c:14]1-[c:15]1[cH:16][n:17][cH:18][cH:19][cH:20]1.[CH3:1][I:2].[CH3:21][C:22](=[O:23])[CH3:24]>>[CH3:1][n+:17]1[cH:16][c:15](-[c:14]2[c:10]([O:9][CH2:3][CH2:4][C:5]#[C:6][CH2:7][CH3:8])[n:11][o:12][n:13]2)[cH:20][cH:19][cH:18]1.[I-:2]. Product: CCC#CCCOc1nonc1-c1ccc[n+](C)c1, [I-].